This data is from the Open Reaction Database (ORD), a public repository of structured organic reaction records. The task is: describe an organic reaction: reactants, conditions, products, and yield The reactants are FC=1C=C(OC2=NC(=C(C(=N2)OC)S(=O)(=O)C(F)(F)F)C2=C(C=C(C=C2)Cl)Cl)C=CC1F (2-(3,4-difluorophenoxy)-4-methoxy-5-trifluoromethansulfonyl-6-[2,4-dichlorophenyl]pyrimidine), ClC=1C=C(C=CC1)B(O)O (3-chlorobenzeneboronic acid). Product: FC=1C=C(OC2=NC(=C(C(=N2)OC)C2=CC(=CC=C2)Cl)C2=C(C=C(C=C2)Cl)Cl)C=CC1F (2-(3,4-Difluorophenoxy)-4-methoxy-5-(3-chlorophenyl)-6-[2,4-dichlorophenyl]pyrimidine). Reaction SMILES: [F:1][C:2]1[CH:3]=[C:4]([CH:29]=[CH:30][C:31]=1[F:32])[O:5][C:6]1[N:11]=[C:10]([O:12][CH3:13])[C:9](S(C(F)(F)F)(=O)=O)=[C:8]([C:21]2[CH:26]=[CH:25][C:24]([Cl:27])=[CH:23][C:22]=2[Cl:28])[N:7]=1.[Cl:33][C:34]1[CH:35]=[C:36](B(O)O)[CH:37]=[CH:38][CH:39]=1>>[F:1][C:2]1[CH:3]=[C:4]([CH:29]=[CH:30][C:31]=1[F:32])[O:5][C:6]1[N:11]=[C:10]([O:12][CH3:13])[C:9]([C:38]2[CH:37]=[CH:36][CH:35]=[C:34]([Cl:33])[CH:39]=2)=[C:8]([C:21]2[CH:26]=[CH:25][C:24]([Cl:27])=[CH:23][C:22]=2[Cl:28])[N:7]=1. Reported procedure: This derivative was prepared by the method described in Example 132 using 2-(3,4-difluorophenoxy)-4-methoxy-5-trifluoromethansulfonyl-6-[2,4-dichlorophenyl]pyrimidine (27 mg, 0.05 mmol) as described in Reference Example 17 and 3-chlorobenzeneboronic acid (Lancaster, 16 mg, 0.1 mmol). HPLC Rt=4.82 min. 1H-NMR 500 MHz (CDCl3): 3.88 (s, 3H), 6.45 (d, J=8 Hz, 1H), 6.51 (s, 1H), 6.67 (d, J=8 Hz, 1H), 6.71 (s, 1H), 6.95 (m, 1H), 7.05 (t, J=9 Hz, 1H), 7.8 (m, 2H), (7.39 s, 2H). The reactants are C(C1=CC=CC=C1)(C1=CC=CC=C1)(C1=CC=CC=C1)NC=1SC=C(N1)C(C(=O)N[C@H]1[C@H]2CSC(=C(N2C1=O)C(=O)OC(C)(C)C)CCl)=NOC (1,1-dimethylethyl (6S,7S) 7-[-2-(2-tritylaminothiazol-4-yl)-2-methoxyimino-acetamido]-8-oxo-3-chloromethyl-4-thia-1-azabicyclo[4,2,0]oct-2-en-2-carboxylate), C1(=CC=CC=C1)P(C1=CC=CC=C1)C1=CC=CC=C1 (triphenyl phosphine), O1CCCC1 (tetrahydrofuran). Conditions: temperature 20 celsius, time 26 hour. Yields the product [Cl-].C1(=CC=CC=C1)C(C1=CC=CC=C1)(C1=CC=CC=C1)NC=1SC=C(N1)/C(/C(=O)N[C@H]1[C@H]2CSC(=C(N2C1=O)C(=O)OC(C)(C)C)C1=C(C=CC=C1)[P+](C1=CC=CC=C1)(C1=CC=CC=C1)C)=N/OC ((6S,7S) 7-[(2-triphenylmethylaminothiazol-4-yl)-2-(Z)-methoxyimino-acetamido]-2-[(1,1-dimethylethyl)-oxycarbonyl]-8-oxo-4-thia-1-azabicyclo[4,2,0]oct-2-ene-3-yl-methyl-triphenyl-phosphonium chloride). As a reaction SMILES: [C:1]([NH:20][C:21]1[S:22][CH:23]=[C:24]([C:26](=[N:48][O:49][CH3:50])[C:27]([NH:29][C@@H:30]2[C:37](=[O:38])[N:36]3[C@@H:31]2[CH2:32][S:33][C:34]([CH2:46][Cl:47])=[C:35]3[C:39]([O:41][C:42]([CH3:45])([CH3:44])[CH3:43])=[O:40])=[O:28])[N:25]=1)([C:14]1[CH:19]=[CH:18][CH:17]=[CH:16][CH:15]=1)([C:8]1[CH:13]=[CH:12][CH:11]=[CH:10][CH:9]=1)[C:2]1[CH:7]=[CH:6][CH:5]=[CH:4][CH:3]=1.[C:51]1([P:57]([C:64]2C=[CH:68][CH:67]=[CH:66][CH:65]=2)[C:58]2[CH:63]=[CH:62][CH:61]=[CH:60][CH:59]=2)[CH:56]=[CH:55][CH:54]=[CH:53][CH:52]=1.O1CCC[CH2:71]1>>[Cl-:47].[C:2]1([C:1]([NH:20][C:21]2[S:22][CH:23]=[C:24](/[C:26](=[N:48]/[O:49][CH3:50])/[C:27]([NH:29][C@@H:30]3[C:37](=[O:38])[N:36]4[C@@H:31]3[CH2:32][S:33][C:34]([C:46]3[CH:68]=[CH:67][CH:66]=[CH:65][C:64]=3[P+:57]([CH3:71])([C:51]3[CH:56]=[CH:55][CH:54]=[CH:53][CH:52]=3)[C:58]3[CH:63]=[CH:62][CH:61]=[CH:60][CH:59]=3)=[C:35]4[C:39]([O:41][C:42]([CH3:45])([CH3:44])[CH3:43])=[O:40])=[O:28])[N:25]=2)([C:14]2[CH:19]=[CH:18][CH:17]=[CH:16][CH:15]=2)[C:8]2[CH:13]=[CH:12][CH:11]=[CH:10][CH:9]=2)[CH:7]=[CH:6][CH:5]=[CH:4][CH:3]=1 |f:3.4|. Procedure: 2.182 g of 1,1-dimethylethyl (6S,7S) 7-[-2-(2-tritylaminothiazol-4-yl)-2-methoxyimino-acetamido]-8-oxo-3-chloromethyl-4-thia-1-azabicyclo[4,2,0]oct-2-en-2-carboxylate, prepared as in Step G of reference Example B and 1.679 g of triphenyl phosphine were dissolved in 24 ml of tetrahydrofuran, and 14.1 g of silica were added. The tetrahydrofuran was distilled off under reduced pressure over 2 hours and the remainder was cooled, stirred for 26 hours at 20° C. then chromatographed over silica (eluent... Reactants: C(C)(C)NC(C)C (diisopropylamine), CC1C(C2=CC=CC=C2CC1)=O (2-methyl-1-tetralone), C1=CC=C(C=C1)S(=O)(=O)N(F)S(=O)(=O)C2=CC=CC=C2 (N-fluorobenzenesulfonimide), C(CCC)[Li] (butyllithium), C(C)(C)NC(C)C.[Li] (lithium diisopropylamine). The solvent is O1CCCC1 (tetrahydrofuran), O1CCCC1 (tetrahydrofuran), O1CCCC1 (tetrahydrofuran). Reaction conditions: time 100 minute. Product: CC1(C(C2=CC=CC=C2CC1)=O)F (2-methyl-2-fluoro-tetralone). Yield: 50.0%. As a reaction SMILES: C(NC(C)C)(C)C.C([Li])CCC.C(NC(C)C)(C)C.[Li].[CH3:21][CH:22]1[CH2:31][CH2:30][C:29]2[C:24](=[CH:25][CH:26]=[CH:27][CH:28]=2)[C:23]1=[O:32].C1C=CC(S(N(S(C2C=CC=CC=2)(=O)=O)[F:43])(=O)=O)=CC=1>O1CCCC1>[CH3:21][C:22]1([F:43])[CH2:31][CH2:30][C:29]2[C:24](=[CH:25][CH:26]=[CH:27][CH:28]=2)[C:23]1=[O:32] |f:2.3,^1:19|. Procedure details: 0.16 milliliter diisopropylamine in 10 milliliters tetrahydrofuran were allowed to stand with 1.15 equivalents butyllithium at -25° C. The resulting solution of lithium diisopropylamine was cooled to -78° C. and 1 equivalent 2-methyl-1-tetralone in 5 milliliters tetrahydrofuran solution was dropped in. The mixture was allowed to stand at -70° C. for 100 minutes. 1.5 equivalents N-fluorobenzenesulfonimide prepared according to Example 1 above in 11 milliliters tetrahydrofuran were mixed rapidly w... Starting materials: C1CCOC1, CCSCCCCCS, [H-], CCOC(=O)CCCCI, [Na+]. The product is CCOC(=O)CCCCSCCCCCSCC. As a reaction SMILES: [CH2:22]1[O:23][CH2:24][CH2:25][CH2:26]1.[CH2:3]([CH3:4])[S:5][CH2:6][CH2:7][CH2:8][CH2:9][CH2:10][SH:11].[H-:2].[I:12][CH2:13][CH2:14][CH2:15][CH2:16][C:17](=[O:18])[O:19][CH2:20][CH3:21].[Na+:1]>>[CH2:3]([CH3:4])[S:5][CH2:6][CH2:7][CH2:8][CH2:9][CH2:10][S:11][CH2:13][CH2:14][CH2:15][CH2:16][C:17](=[O:18])[O:19][CH2:20][CH3:21]. Reactants: Cl.NC1COC2=CC=CC(=C2C1)OC (3-Amino-5-methoxychroman hydrochloride), C(C=C)Br (allyl bromide), C(=O)([O-])[O-].[K+].[K+] (K2CO3), CN(C)C=O (DMF), CCOCC (Ether). Yields the product C(C=C)NC1COC2=CC=CC(=C2C1)OC (3-(N-allylamino)-5-methoxychroman), C(C=C)N(CC=C)C1COC2=CC=CC(=C2C1)OC (3-(N,N-diallylamino)-5-methoxychroman). Yield: 56.0%. Reaction SMILES: Cl.[NH2:2][CH:3]1[CH2:12][C:11]2[C:6](=[CH:7][CH:8]=[CH:9][C:10]=2[O:13][CH3:14])[O:5][CH2:4]1.[CH2:15](Br)[CH:16]=[CH2:17].C([O-])([O-])=O.[K+].[K+].[CH3:25][N:26]([CH:28]=O)[CH3:27].[CH3:30][CH2:31]OCC>>[CH2:17]([NH:2][CH:3]1[CH2:12][C:11]2[C:6](=[CH:7][CH:8]=[CH:9][C:10]=2[O:13][CH3:14])[O:5][CH2:4]1)[CH:16]=[CH2:15].[CH2:28]([N:26]([CH:25]1[CH2:12][C:11]2[C:10](=[CH:9][CH:8]=[CH:7][C:6]=2[O:5][CH3:4])[O:13][CH2:14]1)[CH2:27][CH:16]=[CH2:17])[CH:30]=[CH2:31] |f:0.1,3.4.5|. Procedure details: 3-Amino-5-methoxychroman hydrochloride (Acta Pharm. Suec. 24 (1987) (5.0 g, 23 mmol), allyl bromide (3.4 mL, 39 mmol), anhydrous K2CO3 (9.6 g, 69 mmol) and DMF (8.0 mL) were stirred under N2 at room temperature for 72 hours. Ether (150 mL) was added, the salts were filtered off by suction and the clear filtrate was concentrated in vacuo. The residue was purified on a silica column eluted with 1000 mL THF-n-hexan (1:9) and 1000 mL THF-hexan (1:3) to afford 3-(N-allylamino)-5-methoxychroman (1.7 g... Starting materials: ClC1=C(N)C=C(C=C1)C (2-chloro-5-methylaniline), [O-]C#N.[K+] (potassium cyanate). As a reaction SMILES: [Cl:1][C:2]1[CH:8]=[CH:7][C:6]([CH3:9])=[CH:5][C:3]=1[NH2:4].[O-:10][C:11]#[N:12].[K+]>C(O)(=O)C.O>[Cl:1][C:2]1[CH:8]=[CH:7][C:6]([CH3:9])=[CH:5][C:3]=1[NH:4][C:11]([NH2:12])=[O:10] |f:1.2|. Run at time 4 hour. The yield is 96.7%. The solvent is C(C)(=O)O (acetic acid), O (water). Procedure details: A solution of 2-chloro-5-methylaniline (10 g, 70.6 mmol) and potassium cyanate (14.3 g, 176 mmol) in a mixture of acetic acid (340 mL) and water (34 mL) was stirred at room temperature during 4 hours. The solvent was evaporated and the residue taken into a mixture of CH2Cl2 and an aqueous saturated solution of NaHCO3. The precipitate was filtered, washed with dichloromethane and dried under vacuum to give 12.6 g (97%) of intermediate 7. Yields the product ClC1=C(C=C(C=C1)C)NC(=O)N ((2-chloro-5-methyl-phenyl)urea). Starting materials: CCCCCOCc1ccc(C(=O)Oc2cc(F)c(C#N)c(F)c2)cc1, CCCCCOCc1ccc(C(=O)O)cc1, Cc1ccccc1, O=S(Cl)Cl, c1ccncc1. Product: CCCCCOCc1ccc(C(=O)Cl)cc1. As a reaction SMILES: [CH2:1]([CH2:2][CH2:3][CH2:4][CH3:5])[O:6][CH2:7][c:8]1[cH:9][cH:10][c:11]([C:12](=[O:13])[O:14][c:15]2[cH:16][c:17]([F:18])[c:19]([C:20]#[N:21])[c:22]([F:23])[cH:24]2)[cH:25][cH:26]1.[CH2:27]([O:28][CH2:29][c:30]1[cH:31][cH:32][c:33]([C:34]([OH:35])=[O:36])[cH:37][cH:38]1)[CH2:39][CH2:40][CH2:41][CH3:42].[CH3:53][c:54]1[cH:55][cH:56][cH:57][cH:58][cH:59]1.[S:43]([Cl:44])([Cl:45])=[O:46].[cH:47]1[cH:48][cH:49][n:50][cH:51][cH:52]1>>[CH2:1]([CH2:2][CH2:3][CH2:4][CH3:5])[O:6][CH2:7][c:8]1[cH:9][cH:10][c:11]([C:12](=[O:13])[Cl:45])[cH:25][cH:26]1. Starting materials: ClC=1C=C2C=C(NC2=C(C1)NC1CCCC1)C=1SC[C@H](N1)CCO (2-[(R)-2-(5-chloro-7-cyclopentylamino-1H-indol-2-yl)-4,5-dihydro-thiazol-4-yl]-ethanol), COC(=O)[C@H]1NCCC1 ((S)-pyrrolidin-2-yl-carboxylic acid methyl ester). The product is COC(=O)C1(NCCC1)CC[C@H]1N=C(SC1)C=1NC2=C(C=C(C=C2C1)Cl)NC1CCCC1 (2-{2-[(R)-2-(5-chloro-7-cyclopentylamino-1H-indol-2-yl)-4,5-dihydro-thiazol-4-yl]-ethyl}-pyrrolidine-2-carboxylic acid methyl ester). Reaction SMILES: [Cl:1][C:2]1[CH:3]=[C:4]2[C:8](=[C:9]([NH:11][CH:12]3[CH2:16][CH2:15][CH2:14][CH2:13]3)[CH:10]=1)[NH:7][C:6]([C:17]1[S:18][CH2:19][C@@H:20]([CH2:22][CH2:23]O)[N:21]=1)=[CH:5]2.[CH3:25][O:26][C:27]([C@@H:29]1[CH2:33][CH2:32][CH2:31][NH:30]1)=[O:28]>>[CH3:25][O:26][C:27]([C:29]1([CH2:23][CH2:22][C@@H:20]2[CH2:19][S:18][C:17]([C:6]3[NH:7][C:8]4[C:4]([CH:5]=3)=[CH:3][C:2]([Cl:1])=[CH:10][C:9]=4[NH:11][CH:12]3[CH2:16][CH2:15][CH2:14][CH2:13]3)=[N:21]2)[CH2:33][CH2:32][CH2:31][NH:30]1)=[O:28]. Procedure details: 2-[(R)-2-(5-chloro-7-cyclopentylamino-1H-indol-2-yl)-4,5-dihydro-thiazol-4-yl]-ethanol prepared in Example 5 and (S)-pyrrolidin-2-yl-carboxylic acid methyl ester were reacted according to the same procedure as Example 156 to give the title compound. Starting materials: CC(C)(C)c1ccc(C(=O)C(O)c2ccc(C(C)(C)C)cc2)cc1, O=C([O-])O, ClCCl, [Na+]. Yields the product CC(C)(C)c1ccc(C(=O)C(=O)c2ccc(C(C)(C)C)cc2)cc1. As a reaction SMILES: [C:1]([CH3:2])([CH3:3])([CH3:4])[c:5]1[cH:6][cH:7][c:8]([C:11]([CH:12]([OH:13])[c:14]2[cH:15][cH:16][c:17]([C:20]([CH3:21])([CH3:22])[CH3:23])[cH:18][cH:19]2)=[O:24])[cH:9][cH:10]1.[C:25](=[O:26])([O-:27])[OH:28].[Cl:30][CH2:31][Cl:32].[Na+:29]>>[C:1]([CH3:2])([CH3:3])([CH3:4])[c:5]1[cH:6][cH:7][c:8]([C:11]([C:12](=[O:13])[c:14]2[cH:15][cH:16][c:17]([C:20]([CH3:21])([CH3:22])[CH3:23])[cH:18][cH:19]2)=[O:24])[cH:9][cH:10]1.